This data is from the Open Reaction Database (ORD), a public repository of structured organic reaction records. The task is: describe an organic reaction: reactants, conditions, products, and yield The reactants are CCOCc1cc(NC(=O)OC(C)(C)C)c(NC(=O)CC(=O)c2cccc(C#N)c2)cc1C#Cc1ccccc1, ClCCl, O=C(O)C(F)(F)F. Product: CCOCc1cc2c(cc1C#Cc1ccccc1)NC(=O)CC(c1cccc(C#N)c1)=N2. RXN SMILES: [C:1]([O:2][C:3](=[O:4])[NH:7][c:8]1[c:9]([NH:26][C:27]([CH2:28][C:29](=[O:5])[c:31]2[cH:32][c:33]([C:37]#[N:38])[cH:34][cH:35][cH:36]2)=[O:39])[cH:10][c:11]([C:18]#[C:19][c:20]2[cH:21][cH:22][cH:23][cH:24][cH:25]2)[c:12]([CH2:14][O:15][CH2:16][CH3:17])[cH:13]1)([CH3:6])([CH3:30])[CH3:40].[Cl:48][CH2:49][Cl:50].[F:41][C:42]([F:43])([F:44])[C:45]([OH:46])=[O:47]>>[N:7]1=[C:29]([c:31]2[cH:32][c:33]([C:37]#[N:38])[cH:34][cH:35][cH:36]2)[CH2:28][C:27](=[O:39])[NH:26][c:9]2[c:8]1[cH:13][c:12]([CH2:14][O:15][CH2:16][CH3:17])[c:11]([C:18]#[C:19][c:20]1[cH:21][cH:22][cH:23][cH:24][cH:25]1)[cH:10]2. Reactants: O=C([O-])O, Cl, O=C(O)C=CC(=O)c1cc(F)ccc1O, [Na+], O. The product is O=C1CC(C(=O)O)Oc2ccc(F)cc21. RXN SMILES: [C:1](=[O:2])([OH:3])[O-:4].[ClH:21].[F:6][c:7]1[cH:8][cH:9][c:10]([OH:20])[c:11]([C:13]([CH:14]=[CH:15][C:16](=[O:17])[OH:18])=[O:19])[cH:12]1.[Na+:5].[OH2:22]>>[F:6][c:7]1[cH:8][cH:9][c:10]2[c:11]([cH:12]1)[C:13](=[O:19])[CH2:14][CH:15]([C:16](=[O:17])[OH:18])[O:20]2. Reaction SMILES: [CH:1]1([CH2:4][O:5][c:6]2[c:7]([N:15]3[CH2:16][C:17]([F:19])([F:20])[CH2:18]3)[cH:8][cH:9][c:10]([C:12](=[O:13])[OH:14])[n:11]2)[CH2:2][CH2:3]1.[NH2:21][CH:22]([C:23](=[O:24])[NH2:25])[CH2:26][CH:27]([CH3:28])[CH3:29]>>[CH:1]1([CH2:4][O:5][c:6]2[c:7]([N:15]3[CH2:16][C:17]([F:19])([F:20])[CH2:18]3)[cH:8][cH:9][c:10]([C:12](=[O:14])[NH:21][CH:22]([C:23](=[O:24])[NH2:25])[CH2:26][CH:27]([CH3:28])[CH3:29])[n:11]2)[CH2:2][CH2:3]1. The reactants are O=C(O)c1ccc(N2CC(F)(F)C2)c(OCC2CC2)n1, CC(C)CC(N)C(N)=O. Product: CC(C)CC(NC(=O)c1ccc(N2CC(F)(F)C2)c(OCC2CC2)n1)C(N)=O. Starting materials: NC1=C(C=CC=C1)CNC1CCN(CC1)CC1=CC=CC=C1 (2-amino-N-[1-(phenylmethyl)-4-piperidinyl]-benzenemethanamine), S(=O)(=O)(N)N (sulphamide). Run in N1=CC=CC=C1 (pyridine), N1=CC=CC=C1 (pyridine). The product is O=S1(NC2=C(CN1C1CCN(CC1)CC1=CC=CC=C1)C=CC=C2)=O (3,4-dihydro-2,2-dioxido-3-[1-(phenylmethyl)-4-piperidinyl]-2,1,3-benzothiadiazine). As a reaction SMILES: [NH2:1][C:2]1[CH:7]=[CH:6][CH:5]=[CH:4][C:3]=1[CH2:8][NH:9][CH:10]1[CH2:15][CH2:14][N:13]([CH2:16][C:17]2[CH:22]=[CH:21][CH:20]=[CH:19][CH:18]=2)[CH2:12][CH2:11]1.[S:23](N)(N)(=[O:25])=[O:24]>N1C=CC=CC=1>[O:24]=[S:23]1(=[O:25])[N:9]([CH:10]2[CH2:11][CH2:12][N:13]([CH2:16][C:17]3[CH:18]=[CH:19][CH:20]=[CH:21][CH:22]=3)[CH2:14][CH2:15]2)[CH2:8][C:3]2[CH:4]=[CH:5][CH:6]=[CH:7][C:2]=2[NH:1]1. Reported procedure: A solution of 11.0 g (0.0372 mol) of 2-amino-N-[1-(phenylmethyl)-4-piperidinyl]-benzenemethanamine in 200 ml of pyridine was added dropwise within 1.5 hours and at reflux temperature to a solution of 3.4 g (0.0354 mol) of sulphamide in 200 ml of pyridine and the mixture was then refluxed for 6 hours. The mixture was freed from solvent, the residue was purified by column chromatography using ethyl acetate/methanol 9/1 (v/v) as eluant. 5.5 g (43.5% of theory) of a colourless amorphous substance we... Starting materials: CCNCC, C=O, CCOC(=O)C(CC1C=CC(NC(=O)OC(C)(C)C)C1)C(=O)O, ClCCl, O. Product: C=C(CC1C=CC(NC(=O)OC(C)(C)C)C1)C(=O)OCC. As a reaction SMILES: [CH2:1]([NH:2][CH2:3][CH3:4])[CH3:5].[CH2:29]=[O:30].[CH2:6]([CH3:7])[O:8][C:9]([CH:10]([C:11]([OH:12])=[O:13])[CH2:14][CH:15]1[CH:16]=[CH:17][CH:18]([NH:20][C:21](=[O:22])[O:23][C:24]([CH3:25])([CH3:26])[CH3:27])[CH2:19]1)=[O:28].[Cl:31][CH2:32][Cl:33].[OH2:34]>>[CH2:6]([CH3:7])[O:8][C:9]([C:10](=[CH2:11])[CH2:14][CH:15]1[CH:16]=[CH:17][CH:18]([NH:20][C:21](=[O:22])[O:23][C:24]([CH3:25])([CH3:26])[CH3:27])[CH2:19]1)=[O:28]. The reactants are ClC=1C=C(C=CC1)NC1=NC=C(C2=C1C=CN2CC)C(=O)O (4-[(3-chlorophenyl)amino]-1-ethyl-1H-pyrrolo[3,2-c]pyridine-7-carboxylic acid), Cl.C(C)N=C=NCCCN(C)C (1-ethyl-3-(3-dimethylaminopropyl)carbodiimide hydrochloride), O.ON1N=NC2=C1C=CC=C2 (1-hydroxybenzotriazole hydrate), N1CCOCC1 (morpholine), C(C)N1CCOCC1 (N-ethylmorpholine). Solvent: CN(C=O)C (dimethylformamide), C(C)OCC (diethyl ether). Yields the product ClC=1C=C(C=CC1)NC1=NC=C(C2=C1C=CN2CC)C(=O)N2CCOCC2 (N-(3-Chlorophenyl)-1-ethyl-7-(4-morpholinylcarbonyl)-1H-pyrrolo[3,2-c]pyridin-4-amine). Reaction SMILES: [Cl:1][C:2]1[CH:3]=[C:4]([NH:8][C:9]2[C:14]3[CH:15]=[CH:16][N:17]([CH2:18][CH3:19])[C:13]=3[C:12]([C:20](O)=[O:21])=[CH:11][N:10]=2)[CH:5]=[CH:6][CH:7]=1.Cl.C(N=C=NCCCN(C)C)C.O.ON1C2C=CC=CC=2N=N1.[NH:46]1[CH2:51][CH2:50][O:49][CH2:48][CH2:47]1.C(N1CCOCC1)C>CN(C)C=O.C(OCC)C>[Cl:1][C:2]1[CH:3]=[C:4]([NH:8][C:9]2[C:14]3[CH:15]=[CH:16][N:17]([CH2:18][CH3:19])[C:13]=3[C:12]([C:20]([N:46]3[CH2:51][CH2:50][O:49][CH2:48][CH2:47]3)=[O:21])=[CH:11][N:10]=2)[CH:5]=[CH:6][CH:7]=1 |f:1.2,3.4|. Reported procedure: A solution of 4-[(3-chlorophenyl)amino]-1-ethyl-1H-pyrrolo[3,2-c]pyridine-7-carboxylic acid (20 mg), 1-ethyl-3-(3-dimethylaminopropyl)carbodiimide hydrochloride (15 mg), 1-hydroxybenzotriazole hydrate (11 mg), morpholine (11 ul) and N-ethylmorpholine (32 ul) in dimethylformamide (2 ml) was stirred under argon over night. The reaction mixture was diluted with diethyl ether and washed with water. The aqueous layer was acidified with an aqueous 2M hydrochloric acid solution and then extracted three... Starting materials: C(C)(C)(C)OC(=O)N1[C@@H](CN([C@H](C1)CCl)CC(=O)N1CC(C2=NC=C(C=C21)CC2=C(C=CC=C2)F)(C)C)C ((2R,5R)-5-chloromethyl-4-{2-[6-(2-fluoro-benzyl)-3,3-dimethyl-2,3-dihydro-pyrrolo[3,2-b]pyridin-1-yl]-2-oxo-ethyl}-2-methyl-piperazine-1-carboxylic acid tert-butyl ester), C[C@H]1NCCOC1 ((R)-3-methyl-morpholine). The product is C(C)(C)(C)OC(=O)N1[C@@H](CN([C@H](C1)CN1[C@@H](COCC1)C)CC(=O)N1CC(C2=NC=C(C=C21)CC2=C(C=CC=C2)F)(C)C)C ((2R,5S)-4-{2-[6-(2-Fluoro-benzyl)-3,3-dimethyl-2,3-dihydro-pyrrolo[3,2-b]pyridin-1-yl]-2-oxo-ethyl}-2-methyl-5-((R)-3-methyl-morpholin-4-ylmethyl)-piperazine-1-carboxylic acid tert-butyl ester). As a reaction SMILES: [C:1]([O:5][C:6]([N:8]1[CH2:13][C@H:12]([CH2:14]Cl)[N:11]([CH2:16][C:17]([N:19]2[C:27]3[C:22](=[N:23][CH:24]=[C:25]([CH2:28][C:29]4[CH:34]=[CH:33][CH:32]=[CH:31][C:30]=4[F:35])[CH:26]=3)[C:21]([CH3:37])([CH3:36])[CH2:20]2)=[O:18])[CH2:10][C@H:9]1[CH3:38])=[O:7])([CH3:4])([CH3:3])[CH3:2].[CH3:39][C@@H:40]1[CH2:45][O:44][CH2:43][CH2:42][NH:41]1>>[C:1]([O:5][C:6]([N:8]1[CH2:13][C@H:12]([CH2:14][N:41]2[CH2:42][CH2:43][O:44][CH2:45][C@H:40]2[CH3:39])[N:11]([CH2:16][C:17]([N:19]2[C:27]3[C:22](=[N:23][CH:24]=[C:25]([CH2:28][C:29]4[CH:34]=[CH:33][CH:32]=[CH:31][C:30]=4[F:35])[CH:26]=3)[C:21]([CH3:37])([CH3:36])[CH2:20]2)=[O:18])[CH2:10][C@H:9]1[CH3:38])=[O:7])([CH3:4])([CH3:3])[CH3:2]. Reported procedure: Prepared from (2R,5R)-5-chloromethyl-4-{2-[6-(2-fluoro-benzyl)-3,3-dimethyl-2,3-dihydro-pyrrolo[3,2-b]pyridin-1-yl]-2-oxo-ethyl}-2-methyl-piperazine-1-carboxylic acid tert-butyl ester and (R)-3-methyl-morpholine in a similar manner to General Procedure 6. MS: [M+H]+=610.